From a dataset of the Open Reaction Database (ORD), a public repository of structured organic reaction records. describe an organic reaction: reactants, conditions, products, and yield Reactants: CC(C)(C)OC(=O)Nc1ccc(C(=O)c2ccccc2)cc1NC(=O)CC(=O)c1cccs1, ClCCl, O=C(O)C(F)(F)F. The product is O=C1CC(c2cccs2)=Nc2ccc(C(=O)c3ccccc3)cc2N1. Reaction SMILES: [C:1]([O:2][C:3](=[O:4])[NH:7][c:8]1[c:9]([NH:22][C:23]([CH2:24][C:25](=[O:5])[c:26]2[s:27][cH:28][cH:29][cH:30]2)=[O:32])[cH:10][c:11]([C:14]([c:15]2[cH:16][cH:17][cH:18][cH:19][cH:20]2)=[O:21])[cH:12][cH:13]1)([CH3:6])([CH3:31])[CH3:33].[Cl:41][CH2:42][Cl:43].[F:34][C:35]([F:36])([F:37])[C:38]([OH:39])=[O:40]>>[N:7]1=[C:25]([c:26]2[s:27][cH:28][cH:29][cH:30]2)[CH2:24][C:23](=[O:32])[NH:22][c:9]2[c:8]1[cH:13][cH:12][c:11]([C:14]([c:15]1[cH:16][cH:17][cH:18][cH:19][cH:20]1)=[O:21])[cH:10]2.